This data is from the Open Reaction Database (ORD), a public repository of structured organic reaction records. The task is: describe an organic reaction: reactants, conditions, products, and yield Starting materials: FC=1C=C(C(=O)N)C=C(C1)F (3,5-Difluorobenzamide), C1(=CC=C(C=C1)S(=O)(=O)O)C (p-toluenesulfonic acid), CC(C)(C)C=O (pivaldehyde), N1N=NC2=C1C=CC=C2 (benzotriazole). Procedure details: 3,5-Difluorobenzamide, pivaldehyde, benzotriazole and p-toluenesulfonic acid were processed as described in Example 53A to provide the desired product. The product is N1(N=NC2=C1C=CC=C2)C(C(C)(C)C)NC(C2=CC(=CC(=C2)F)F)=O (N-[1-(1H-1,2,3-benzotriazol-1-yl)-2,2-dimethylpropyl]-3,5-difluorobenzamide). As a reaction SMILES: [F:1][C:2]1[CH:3]=[C:4]([CH:8]=[C:9]([F:11])[CH:10]=1)[C:5]([NH2:7])=[O:6].[CH3:12][C:13]([CH:16]=O)([CH3:15])[CH3:14].[NH:18]1[C:22]2[CH:23]=[CH:24][CH:25]=[CH:26][C:21]=2[N:20]=[N:19]1.C1(C)C=CC(S(O)(=O)=O)=CC=1>>[N:18]1([CH:16]([NH:7][C:5](=[O:6])[C:4]2[CH:3]=[C:2]([F:1])[CH:10]=[C:9]([F:11])[CH:8]=2)[C:13]([CH3:14])([CH3:15])[CH3:12])[C:22]2[CH:23]=[CH:24][CH:25]=[CH:26][C:21]=2[N:20]=[N:19]1.